describe an organic reaction: reactants, conditions, products, and yield From a dataset of the Open Reaction Database (ORD), a public repository of structured organic reaction records. Starting materials: C=CC (propylene), ClCl (chlorine), C(OCCCl)(OC(CCl)C)=O (2-chloroethyl 1-chloro-2-propyl carbonate), C1C(C)O1 (propylene oxide), C1CO1 (ethylene oxide), C1(OCCO1)=O (ethylene carbonate), C([O-])([O-])=O (carbonate). The reagents and catalysts are [Br-].C(CCC)[P+](CCCC)(CCCC)CCCC (tetrabutylphosphonium bromide). Solvent: ClCCCl (1,2-dichloroethane), C(Cl)(Cl)Cl (chloroform). Reaction conditions: temperature -60 celsius. The product is C(OCCCl)(OC(CCl)C)=O (2-chloroethyl 1-chloro-2-propyl carbonate), ClCC(C)Cl (1,2-dichloropropane). As a reaction SMILES: [C:1](=[O:11])([O:6][CH:7]([CH3:10])[CH2:8][Cl:9])[O:2][CH2:3][CH2:4][Cl:5].C1(=O)OCCO1.C=CC.[Cl:21]Cl.C(=O)([O-])[O-].C1OC1C.C1OC1>[Br-].C([P+](CCCC)(CCCC)CCCC)CCC.ClCCCl.C(Cl)(Cl)Cl>[C:1](=[O:11])([O:6][CH:7]([CH3:10])[CH2:8][Cl:9])[O:2][CH2:3][CH2:4][Cl:5].[Cl:9][CH2:8][CH:7]([Cl:21])[CH3:10] |f:7.8|. Procedure: A mixture of 3.02 g (0.015 g mole) of 2-chloroethyl 1-chloro-2-propyl carbonate and 0.051 g (0.00015 g mole) of tetrabutylphosphonium bromide was heated at 190° C.-192° C. in a 10 ml reaction flask equipped with magnetic stirrer and a distillation head connected to a receiver containing 11.9 g of chloroform cooled to -60° C. The 2-chloroethyl 1-chloro-2-propyl carbonate starting material was prepared by reacting 1.5 moles of ethylene carbonate with about two moles each of propylene and chlorine ... The reactants are CC(C)(C)OC(=O)CBr, C1CCOC1, O=C(NCC(F)(F)CO)NC(Cc1ccccc1)(c1cc(F)cc(OC(F)(F)C(F)F)c1)c1ccc(Cl)cn1, [H-], [Na+]. The product is CC(C)(C)OC(=O)COCC(F)(F)CNC(=O)NC(Cc1ccccc1)(c1cc(F)cc(OC(F)(F)C(F)F)c1)c1ccc(Cl)cn1. Reaction SMILES: [Br:42][CH2:43][C:44](=[O:45])[O:46][C:47]([CH3:48])([CH3:49])[CH3:50].[CH2:51]1[O:52][CH2:53][CH2:54][CH2:55]1.[Cl:1][c:2]1[cH:3][cH:4][c:5]([C:8]([CH2:9][c:10]2[cH:11][cH:12][cH:13][cH:14][cH:15]2)([c:16]2[cH:17][c:18]([F:29])[cH:19][c:20]([O:22][C:23]([CH:24]([F:25])[F:26])([F:27])[F:28])[cH:21]2)[NH:30][C:31](=[O:32])[NH:33][CH2:34][C:35]([CH2:36][OH:37])([F:38])[F:39])[n:6][cH:7]1.[H-:41].[Na+:40]>>[Cl:1][c:2]1[cH:3][cH:4][c:5]([C:8]([CH2:9][c:10]2[cH:11][cH:12][cH:13][cH:14][cH:15]2)([c:16]2[cH:17][c:18]([F:29])[cH:19][c:20]([O:22][C:23]([CH:24]([F:25])[F:26])([F:27])[F:28])[cH:21]2)[NH:30][C:31](=[O:32])[NH:33][CH2:34][C:35]([CH2:36][O:37][CH2:43][C:44](=[O:45])[O:46][C:47]([CH3:48])([CH3:49])[CH3:50])([F:38])[F:39])[n:6][cH:7]1. Starting materials: S(=O)(=O)(C1=CC=C(C)C=C1)N[C@@H](C)C(=O)Cl (N-tosyl-L-alaninyl chloride), OC1=CNC(=C1)C1=CC=CC=C1 (3-Hydroxy-5-phenylpyrrole), N1=CC=CC=C1 (pyridine), FC(C(=O)O)(F)F (trifluoroacetic acid). The solvent is O1CCCC1 (THF), O1CCCC1 (tetrahydrofuran). Conditions: temperature 0 celsius, time 15 minute. Product: S(=O)(=O)(C1=CC=C(C)C=C1)N[C@@H](C)C(=O)OC1=CNC(=C1)C1=CC=CC=C1 (3-(N-tosyl-L-alaninyloxy)-5-phenylpyrrole). RXN SMILES: N1C=CC=CC=1.FC(F)(F)C(O)=O.[OH:14][C:15]1[CH:19]=[C:18]([C:20]2[CH:25]=[CH:24][CH:23]=[CH:22][CH:21]=2)[NH:17][CH:16]=1.[S:26]([NH:36][C@H:37]([C:39](Cl)=[O:40])[CH3:38])([C:29]1[CH:35]=[CH:34][C:32]([CH3:33])=[CH:31][CH:30]=1)(=[O:28])=[O:27]>O1CCCC1>[S:26]([NH:36][C@H:37]([C:39]([O:14][C:15]1[CH:19]=[C:18]([C:20]2[CH:25]=[CH:24][CH:23]=[CH:22][CH:21]=2)[NH:17][CH:16]=1)=[O:40])[CH3:38])([C:29]1[CH:30]=[CH:31][C:32]([CH3:33])=[CH:34][CH:35]=1)(=[O:27])=[O:28]. Reported procedure: A solution of anhydrous tetrahydrofuran (THF, 450 mL), pyridine (43.8 mL; 0.542 mol; 1.2 eq) and trifluoroacetic acid (85.0 mL; 1.10 mol; 2.4 eq), maintained at 0° C. under an inert gas atmosphere, was treated in one portion with 3-hydroxy-5-phenylpyrrole (3) (71.5 g; 0.45 mol; 1.0 eq) followed immediately by the dropwise addition, over 5-10 minutes of a solution of freshly prepared N-tosyl-L-alaninyl chloride (141.0 g; 0.54 mol; 1.2 eq) in anhydrous THF (450 mL). The resulting mixture was stirr... Reactants: CCO, N#Cc1ccc2c(c1)C(=CCCN1CCC(O)(c3ccc(Cl)cc3)CC1)c1ccccc1CO2. Yields the product NCc1ccc2c(c1)C(=CCCN1CCC(O)(c3ccc(Cl)cc3)CC1)c1ccccc1CO2. RXN SMILES: [CH3:35][CH2:36][OH:37].[Cl:1][c:2]1[cH:3][cH:4][c:5]([C:8]2([OH:34])[CH2:9][CH2:10][N:11]([CH2:14][CH2:15][CH:16]=[C:17]3[c:18]4[c:19]([cH:28][cH:29][c:30]([C:32]#[N:33])[cH:31]4)[O:20][CH2:21][c:22]4[c:23]3[cH:24][cH:25][cH:26][cH:27]4)[CH2:12][CH2:13]2)[cH:6][cH:7]1>>[Cl:1][c:2]1[cH:3][cH:4][c:5]([C:8]2([OH:34])[CH2:9][CH2:10][N:11]([CH2:14][CH2:15][CH:16]=[C:17]3[c:18]4[c:19]([cH:28][cH:29][c:30]([CH2:32][NH2:33])[cH:31]4)[O:20][CH2:21][c:22]4[c:23]3[cH:24][cH:25][cH:26][cH:27]4)[CH2:12][CH2:13]2)[cH:6][cH:7]1. Reactants: CC(C)(C)n1c(=O)c2c(-c3ccc(F)cc3)ncn2c2ccccc21, ClCCl, O=C(O)C(F)(F)F. The product is O=c1[nH]c2ccccc2n2cnc(-c3ccc(F)cc3)c12. Reaction SMILES: [C:8]([CH3:9])([CH3:10])([CH3:11])[n:12]1[c:13](=[O:32])[c:14]2[n:15]([c:16]3[cH:17][cH:18][cH:19][cH:20][c:21]13)[cH:22][n:23][c:24]2-[c:25]1[cH:26][cH:27][c:28]([F:31])[cH:29][cH:30]1.[CH2:33]([Cl:34])[Cl:35].[OH:1][C:2]([C:3]([F:4])([F:5])[F:6])=[O:7]>>[nH:12]1[c:13](=[O:32])[c:14]2[n:15]([c:16]3[cH:17][cH:18][cH:19][cH:20][c:21]13)[cH:22][n:23][c:24]2-[c:25]1[cH:26][cH:27][c:28]([F:31])[cH:29][cH:30]1. Reactants: [Li+].[OH-] (LiOH), C(C)(=O)OCCN1N=CC=2C1=CC=1N=C(C=NC1C2)C2=CC(=C(C=C2)OC)F (1-(2-acetoxyethyl)-7-(3-fluoro-4-methoxyphenyl)-1H-pyrazolo[3,4-g]quinoxaline), O (H2O). Run in C1CCOC1.CO.O (THF MeOH H2O). The product is OCCN1N=CC=2C1=CC=1N=C(C=NC1C2)C2=CC(=C(C=C2)OC)F (1-[2-hydroxyethyl]-7-(3-fluoro-4-methoxyphenyl)-1H-pyrazolo[3,4-g]quinoxaline). As a reaction SMILES: C([O:4][CH2:5][CH2:6][N:7]1[C:11]2=[CH:12][C:13]3[N:14]=[C:15]([C:20]4[CH:25]=[CH:24][C:23]([O:26][CH3:27])=[C:22]([F:28])[CH:21]=4)[CH:16]=[N:17][C:18]=3[CH:19]=[C:10]2[CH:9]=[N:8]1)(=O)C.[Li+].[OH-].O>C1COCC1.CO.O>[OH:4][CH2:5][CH2:6][N:7]1[C:11]2=[CH:12][C:13]3[N:14]=[C:15]([C:20]4[CH:25]=[CH:24][C:23]([O:26][CH3:27])=[C:22]([F:28])[CH:21]=4)[CH:16]=[N:17][C:18]=3[CH:19]=[C:10]2[CH:9]=[N:8]1 |f:1.2,4.5.6|. Reported procedure: To a mixture of 0.36 g of 1-(2-acetoxyethyl)-7-(3-fluoro-4-methoxyphenyl)-1H-pyrazolo[3,4-g]quinoxaline in 50 ml of THF:MeOH:H2O (3:1:1) is added 0.39 g of LiOH:H2O and the resulting mixture is stirred at room temperature overnight. The MeOH and THF are removed in vacuo and the yellow crystalline solid precipitates out from the aqueous solution. More water is added to the mixture and cooled in an ice-bath for 1/2 hour. The product is collected by filtration, washed with water and air dried. The ...